From a dataset of the Open Reaction Database (ORD), a public repository of structured organic reaction records. describe an organic reaction: reactants, conditions, products, and yield Reactants: NC=1C=CC2=C(CCOC(N2C)=O)C1 (2-Amino-5-methyl-8,9-dihydro-5H-7-oxa-5-aza-benzocyclohepten-6-one), ClC1=NC=C(C(=N1)NC1=C(C=CC=C1OC1COCC1)F)Cl ((2,5-Dichloro-pyrimidin-4-yl)-[2-fluoro-6-(tetrahydro-furan-3-yloxy)-phenyl]-amine). The product is ClC=1C(=NC(=NC1)NC=1C=CC2=C(CCOC(N2C)=O)C1)NC1=C(C=CC=C1OC1COCC1)F (2-{5-Chloro-4-[2-fluoro-6-(tetrahydro-furan-3-yloxy)-phenylamino]-pyrimidin-2-ylamino}-5-methyl-8,9-dihydro-5H-7-oxa-5-aza-benzocyclohepten-6-one), solid. The yield is 32.0%. As a reaction SMILES: [NH2:1][C:2]1[CH:3]=[CH:4][C:5]2[N:11]([CH3:12])[C:10](=[O:13])[O:9][CH2:8][CH2:7][C:6]=2[CH:14]=1.Cl[C:16]1[N:21]=[C:20]([NH:22][C:23]2[C:28]([O:29][CH:30]3[CH2:34][CH2:33][O:32][CH2:31]3)=[CH:27][CH:26]=[CH:25][C:24]=2[F:35])[C:19]([Cl:36])=[CH:18][N:17]=1>>[Cl:36][C:19]1[C:20]([NH:22][C:23]2[C:28]([O:29][CH:30]3[CH2:34][CH2:33][O:32][CH2:31]3)=[CH:27][CH:26]=[CH:25][C:24]=2[F:35])=[N:21][C:16]([NH:1][C:2]2[CH:3]=[CH:4][C:5]3[N:11]([CH3:12])[C:10](=[O:13])[O:9][CH2:8][CH2:7][C:6]=3[CH:14]=2)=[N:17][CH:18]=1. Reported procedure: Title compound was prepared from 2-Amino-5-methyl-8,9-dihydro-5H-7-oxa-5-aza-benzocyclohepten-6-one and (2,5-Dichloro-pyrimidin-4-yl)-[2-fluoro-6-(tetrahydro-furan-3-yloxy)-phenyl]-amine in an analogous manner to Example 1221d. Title compound was isolated as a pale yellow solid (28 mg, 32%) HPLC purity=99%, LCMS=502.27 (M+H), HNMR (DMSO) 9.37 (s, 1H), 8.55 (bs, 1H), 8.11 (s, 1H), 7.37-7.34 (m, 2H), 7.23 (d, J=7.8 Hz, 1H), 7.00-6.95 (m, 3H), 5.00 (bt, 1H), 4.26-4.23 (m, 2H), 3.81-3.77 (m, 1H), 3.... The reactants are O=C1N(c2cc(Cl)cc(Cl)c2)C(=O)C2(Cc3ccc(Br)cc3)CNCCN12, CS(=O)(=O)Cl, CCN(C(C)C)C(C)C, ClCCl. Yields the product CS(=O)(=O)N1CCN2C(=O)N(c3cc(Cl)cc(Cl)c3)C(=O)C2(Cc2ccc(Br)cc2)C1. As a reaction SMILES: [Br:1][c:2]1[cH:3][cH:4][c:5]([CH2:6][C:7]23[CH2:8][NH:9][CH2:10][CH2:11][N:12]2[C:13](=[O:25])[N:14]([c:17]2[cH:18][c:19]([Cl:24])[cH:20][c:21]([Cl:23])[cH:22]2)[C:15]3=[O:16])[cH:26][cH:27]1.[CH3:37][S:38]([Cl:39])(=[O:40])=[O:41].[CH:28]([N:29]([CH2:30][CH3:31])[CH:32]([CH3:33])[CH3:34])([CH3:35])[CH3:36].[Cl:42][CH2:43][Cl:44]>>[Br:1][c:2]1[cH:3][cH:4][c:5]([CH2:6][C:7]23[CH2:8][N:9]([S:38]([CH3:37])(=[O:40])=[O:41])[CH2:10][CH2:11][N:12]2[C:13](=[O:25])[N:14]([c:17]2[cH:18][c:19]([Cl:24])[cH:20][c:21]([Cl:23])[cH:22]2)[C:15]3=[O:16])[cH:26][cH:27]1. Reactants: C(=O)(Cl)Cl (phosgene), N (ammonia), ClC=1C(NC=C(C1)Cl)=O (3,5-dichloro-2-pyridone), CN(C=O)C (N,N-dimethylformamide), ClC=1C(NC=C(C1)Cl)=O (3,5-dichloro-2-pyridone), C(=O)(Cl)Cl (phosgene), ClC=1C(NC=C(C1)Cl)=O (3,5-dichloro-2-pyridone), C(=O)(Cl)Cl (phosgene). The solvent is O (water), C1(=CC=CC=C1)C (toluene). Yields the product ClC1=NC=C(C=C1Cl)Cl (2,3,5-trichloropyridine). As a reaction SMILES: [Cl:1][C:2]1[C:3](=O)[NH:4][CH:5]=[C:6]([Cl:8])[CH:7]=1.CN(C)C=O.C(Cl)([Cl:17])=O.N>C1(C)C=CC=CC=1.O>[Cl:17][C:3]1[C:2]([Cl:1])=[CH:7][C:6]([Cl:8])=[CH:5][N:4]=1. Procedure details: According to a preferred embodiment of the process of the invention, 3,5-dichloro-2-pyridone is suspended in toluene, the water present is separated by azeotropic distillation, 0.05-0.15 mol of N,N-dimethylformamide per mol of 3,5-dichloro-2-pyridone is added, and 1.0-1.3 mols of phosgene per mol of 3,5-dichloro-2-pyridone are introduced at 75°-80° C. After the addition of phosgene has been completed, the reaction mixture is allowed to react for a further one hour at 75°-80° C., and the excess p... Reaction SMILES: [NH2:1][CH2:2][CH2:3][CH2:4][C:5]1[S:9][C:8]([C:10]([NH2:12])=[O:11])=[CH:7][CH:6]=1.[C:13]1([C@H:19]2[O:21][CH2:20]2)[CH:18]=[CH:17][CH:16]=[CH:15][CH:14]=1>CS(C)=O.O>[OH:21][C@H:19]([C:13]1[CH:14]=[CH:15][CH:16]=[CH:17][CH:18]=1)[CH2:20][N:1]([CH2:20][C@H:19]([OH:21])[C:13]1[CH:18]=[CH:17][CH:16]=[CH:15][CH:14]=1)[CH2:2][CH2:3][CH2:4][C:5]1[S:9][C:8]([C:10]([NH2:12])=[O:11])=[CH:7][CH:6]=1. Procedure details: 30 g of 5-(3-aminopropyl)-2-thiophenecarboxamide and 20.2 ml of (R)-phenylethylene oxide were stirred at 95° for 24 hours in 400 ml of dimethyl sulphoxide. After cooling, the mixture was diluted with 1.3 l of water and extracted three times with about 600 ml of methylene chloride. The methylene chloride solutions were washed twice with water, dried over sodium sulphate and evaporated in vacuo. Chromatography of the residue on silica gel with ether/methanol gave 21 g of 5-[3-[bis[(R)-β-hydroxyphe... The product is O[C@@H](CN(CCCC1=CC=C(S1)C(=O)N)C[C@@H](C1=CC=CC=C1)O)C1=CC=CC=C1 (5-[3-[bis[(R)-β-hydroxyphenethyl]amino]propyl]-2-thiophenecarboxamide). Reactants: NCCCC1=CC=C(S1)C(=O)N (5-(3-aminopropyl)-2-thiophenecarboxamide), C1(=CC=CC=C1)[C@@H]1CO1 ((R)-phenylethylene oxide). Solvent: CS(=O)C (dimethyl sulphoxide), O (water). Reactants: BrC=1C=C(C=CC1)C1CC(=NN1C1=C(C=CC=C1)Cl)C(C(F)(F)F)(F)F (5-(3-Bromo-phenyl)-1-(2-chloro-phenyl)-3-pentafluoroethyl-4,5-dihydro-1H-pyrazole), C(C)(=O)C1=C(C=CC=C1)B(O)O (2-acetylphenylboronic acid), C([O-])([O-])=O.[Na+].[Na+] (sodium carbonate). Reagents/catalysts: C1=CC=C(C=C1)P([C-]2C=CC=C2)C3=CC=CC=C3.C1=CC=C(C=C1)P([C-]2C=CC=C2)C3=CC=CC=C3.Cl[Pd]Cl.[Fe+2] (Pd(dppf)Cl2). The solvent is CN(C=O)C (N,N-dimethylformamide). Run at temperature 80 celsius, time 2 hour. The product is C(C)(=O)C1=C(C=CC=C1)C1=CC(=CC=C1)C1CC(=NN1C1=C(C=CC=C1)Cl)C(C(F)(F)F)(F)F (5-(2′-acetyl-biphenyl-3-yl)-1-(2-chloro-phenyl)-3-pentafluoroethyl-4,5-dihydro-1H-pyrazole). The yield is 50.7%. RXN SMILES: Br[C:2]1[CH:3]=[C:4]([CH:8]2[N:12]([C:13]3[CH:18]=[CH:17][CH:16]=[CH:15][C:14]=3[Cl:19])[N:11]=[C:10]([C:20]([F:26])([F:25])[C:21]([F:24])([F:23])[F:22])[CH2:9]2)[CH:5]=[CH:6][CH:7]=1.[C:27]([C:30]1[CH:35]=[CH:34][CH:33]=[CH:32][C:31]=1B(O)O)(=[O:29])[CH3:28].C(=O)([O-])[O-].[Na+].[Na+]>C1C=CC(P(C2C=CC=CC=2)[C-]2C=CC=C2)=CC=1.C1C=CC(P(C2C=CC=CC=2)[C-]2C=CC=C2)=CC=1.Cl[Pd]Cl.[Fe+2].CN(C)C=O>[C:27]([C:30]1[CH:35]=[CH:34][CH:33]=[CH:32][C:31]=1[C:2]1[CH:7]=[CH:6][CH:5]=[C:4]([CH:8]2[N:12]([C:13]3[CH:18]=[CH:17][CH:16]=[CH:15][C:14]=3[Cl:19])[N:11]=[C:10]([C:20]([F:25])([F:26])[C:21]([F:22])([F:23])[F:24])[CH2:9]2)[CH:3]=1)(=[O:29])[CH3:28] |f:2.3.4,5.6.7.8|. Procedure details: 5-(3-Bromo-phenyl)-1-(2-chloro-phenyl)-3-pentafluoroethyl-4,5-dihydro-1H-pyrazole (20.0 mg, 0.04 mmol) prepared in Step 1 of Preparation 6, 2-acetylphenylboronic acid (9.0 mg, 0.06 mmol), Pd(dppf)Cl2 (2.0 mg, cat.) and a 2N sodium carbonate solution (0.5 mL) were added to N,N-dimethylformamide (0.5 mL). The reaction mixture was stirred at 80° C. for 2 hours and then filtered through celite pad. A saturated solution of ammonium chloride was added to the filtrate, which was then extracted with eth... Starting materials: CCOC(C)=O, CN(C)C=O, O=C(Cl)C(=O)Cl, ClCCCl, CN(C)C(=O)Nc1cc(Oc2ccc(N)cc2F)ccn1, NC(=O)Cc1ccccc1. Product: CN(C)C(=O)Nc1cc(Oc2ccc(NC(=O)NC(=O)Cc3ccccc3)cc2F)ccn1. Reaction SMILES: [CH3:38][CH2:39][O:40][C:41](=[O:42])[CH3:43].[CH3:48][N:49]([CH3:50])[CH:51]=[O:52].[Cl:11][C:12](=[O:13])[C:14]([Cl:15])=[O:16].[Cl:44][CH2:45][CH2:46][Cl:47].[NH2:17][c:18]1[cH:19][c:20]([F:37])[c:21]([O:22][c:23]2[cH:24][c:25]([NH:29][C:30](=[O:31])[N:32]([CH3:33])[CH3:34])[n:26][cH:27][cH:28]2)[cH:35][cH:36]1.[NH2:1][C:2](=[O:3])[CH2:4][c:5]1[cH:6][cH:7][cH:8][cH:9][cH:10]1>>[NH:1]([C:2](=[O:3])[CH2:4][c:5]1[cH:6][cH:7][cH:8][cH:9][cH:10]1)[C:12](=[O:13])[NH:17][c:18]1[cH:19][c:20]([F:37])[c:21]([O:22][c:23]2[cH:24][c:25]([NH:29][C:30](=[O:31])[N:32]([CH3:33])[CH3:34])[n:26][cH:27][cH:28]2)[cH:35][cH:36]1.